From a dataset of the Open Reaction Database (ORD), a public repository of structured organic reaction records. describe an organic reaction: reactants, conditions, products, and yield Reactants: NC1=C(C(NC(N1CC)=O)=O)NC(C#CC1=CC(=C(C=C1)OC)OC)=O (3-(3,4-dimethoxyphenyl)propynoic acid (6-amino-1-ethyl-2,4-dioxo-1,2,3,4-tetrahydropyrimidin-5-yl) amide), O (water). The solvent is CN(C=O)C (dimethylformamide). Reaction conditions: temperature 100 celsius, time 10 minute. Yields the product COC=1C=C(C=CC1OC)C#CC1=NC=2N(C(NC(C2N1)=O)=O)CC (8-(3,4-dimethoxyphenylethynyl)-3-ethyl-3,7-dihydro-purine-2,6-dione). Isolated yield 74.6%. As a reaction SMILES: [NH2:1][C:2]1[N:7]([CH2:8][CH3:9])[C:6](=[O:10])[NH:5][C:4](=[O:11])[C:3]=1[NH:12][C:13](=O)[C:14]#[C:15][C:16]1[CH:21]=[CH:20][C:19]([O:22][CH3:23])=[C:18]([O:24][CH3:25])[CH:17]=1.O>CN(C)C=O>[CH3:25][O:24][C:18]1[CH:17]=[C:16]([C:15]#[C:14][C:13]2[NH:12][C:3]3[C:4](=[O:11])[NH:5][C:6](=[O:10])[N:7]([CH2:8][CH3:9])[C:2]=3[N:1]=2)[CH:21]=[CH:20][C:19]=1[O:22][CH3:23]. Procedure: To a stirred solution of 3-(3,4-dimethoxyphenyl)propynoic acid (6-amino-1-ethyl-2,4-dioxo-1,2,3,4-tetrahydropyrimidin-5-yl) amide (2.27 g, 6.3 mmol) in 12 ml of dry dimethylformamide was added phosphorous pentaoxyde (5 g, 17 mmol). The mixture was stirred at 100° C. for 10 min and cooled to room temperature. The product was recipitated by adding water (100 ml), filtered under reduced pressure, washed thoroughly with water and dryed at 70° C., light yellow yielding 8-(3,4-dimethoxyphenylethynyl)-... The reactants are NC(C(=O)N[C@H]1[C@@H](C(OC2=C1C=C(C=C2)C#N)(C)C)O)C2=CC=CC=C2 ((3S-trans)-α-amino-N-(6-cyano-3,4-dihydro-3-hydroxy-2,2-dimethyl-2H-1-benzopyran-4-yl)benzeneacetamide), O1CCCC1 (tetrahydrofuran). Reagents/catalysts: CO (methanol). Product: C(#N)C=1C=CC2=C([C@H]([C@@H](C(O2)(C)C)O)NC(C(C2=CC=CC=C2)NC(C)=O)=O)C1 ((3S-trans)-N-[2-[(6-Cyano-3,4-dihydro-3-hydroxy-2,2-dimethyl-2H-1-benzopyran-4-yl)amino]-2-oxo-1-phenylethyl]acetamide). RXN SMILES: [NH2:1][CH:2]([C:21]1[CH:26]=[CH:25][CH:24]=[CH:23][CH:22]=1)[C:3]([NH:5][C@@H:6]1[C:11]2[CH:12]=[C:13]([C:16]#[N:17])[CH:14]=[CH:15][C:10]=2[O:9][C:8]([CH3:19])([CH3:18])[C@H:7]1[OH:20])=[O:4].[O:27]1CC[CH2:29][CH2:28]1>CO>[C:16]([C:13]1[CH:14]=[CH:15][C:10]2[O:9][C:8]([CH3:19])([CH3:18])[C@@H:7]([OH:20])[C@H:6]([NH:5][C:3](=[O:4])[CH:2]([NH:1][C:28](=[O:27])[CH3:29])[C:21]3[CH:22]=[CH:23][CH:24]=[CH:25][CH:26]=3)[C:11]=2[CH:12]=1)#[N:17]. Procedure: To a solution containing (3S-trans)-α-amino-N-(6-cyano-3,4-dihydro-3-hydroxy-2,2-dimethyl-2H-1-benzopyran-4-yl)benzeneacetamide (340 mg, 0.97 mmol; isomer A of the title compound of Example 2) in tetrahydrofuran (10 mL, a few drops of methanol were added to obtain a clear solution) at room temperature was slowly added excess acetyl chloride while maintaining the reaction at pH ~8.5 by simultaneous addition of 7% sodium carbonate solution. After the completion of the reaction, it was diluted with... Reactants: C(C)OC(=O)C1C(C1)C=1C=C2C(=NC1)NC=C2C(CC2=C(C(=CC=C2)F)F)=O (2-{3-[(2,3-Difluoro-phenyl)-acetyl]-1H-pyrrolo[2,3-b]pyridin-5-yl}-cyclopropanecarboxylic acid ethyl ester), Cl (HCl). The solvent is C(C)O (ethanol), C([O-])([O-])=O.[K+].[K+] (potassium carbonate). Yields the product FC1=C(C=CC=C1F)CC(=O)C1=CNC2=NC=C(C=C21)C2C(C2)C(=O)O (2-{3-[(2,3-Difluoro-phenyl)-acetyl]-1H-pyrrolo[2,3-b]pyridin-5-yl}-cyclopropanecarboxylic Acid). RXN SMILES: C([O:3][C:4]([CH:6]1[CH2:8][CH:7]1[C:9]1[CH:10]=[C:11]2[C:17]([C:18](=[O:28])[CH2:19][C:20]3[CH:25]=[CH:24][CH:23]=[C:22]([F:26])[C:21]=3[F:27])=[CH:16][NH:15][C:12]2=[N:13][CH:14]=1)=[O:5])C.Cl>C(O)C.C(=O)([O-])[O-].[K+].[K+]>[F:27][C:21]1[C:22]([F:26])=[CH:23][CH:24]=[CH:25][C:20]=1[CH2:19][C:18]([C:17]1[C:11]2[C:12](=[N:13][CH:14]=[C:9]([CH:7]3[CH2:8][CH:6]3[C:4]([OH:5])=[O:3])[CH:10]=2)[NH:15][CH:16]=1)=[O:28] |f:3.4.5|. Reported procedure: 2-{3-[(2,3-Difluoro-phenyl)-acetyl]-1H-pyrrolo[2,3-b]pyridin-5-yl}-cyclopropanecarboxylic acid ethyl ester, (130 mg, 0.33 mmol, was dissolved in 1 mL ethanol and 1 mL 10% potassium carbonate solution. The mixture was heated to reflux for ˜16 hours. The reaction was then acidified with 6N HCl to a pH ˜4-5 and extracted with dichloromethane. The essentially pure 2-{3-[(2,3-Difluoro-phenyl)-acetyl]-1H-pyrrolo[2,3-b]pyridin-5-yl}-cyclopropanecarboxylic acid was used without further purification in t... Reactants: COCCOC, Cl, CC(C)(C)C(=O)Nc1ccc(F)c(F)c1C(=O)c1ccc(F)cc1, [Na+], [Na+], O=C([O-])[O-], O. Yields the product Nc1ccc(F)c(F)c1C(=O)c1ccc(F)cc1. RXN SMILES: [CH3:32][O:33][CH2:34][CH2:35][O:36][CH3:37].[ClH:31].[F:1][c:2]1[c:3]([C:16]([c:17]2[cH:18][cH:19][c:20]([F:23])[cH:21][cH:22]2)=[O:24])[c:4]([NH:9][C:10](=[O:11])[C:12]([CH3:13])([CH3:14])[CH3:15])[cH:5][cH:6][c:7]1[F:8].[Na+:25].[Na+:26].[O-:27][C:28](=[O:29])[O-:30].[OH2:38]>>[F:1][c:2]1[c:3]([C:16]([c:17]2[cH:18][cH:19][c:20]([F:23])[cH:21][cH:22]2)=[O:24])[c:4]([NH2:9])[cH:5][cH:6][c:7]1[F:8]. Starting materials: BrCC(=O)C1=C(C=C(C=C1)OC)OC (2-bromo-1-(2,4-dimethoxyphenyl)ethanone), NC(=S)N (thiourea). Solvent: CCO (EtOH). Yields the product COC1=C(C=CC(=C1)OC)C=1N=C(SC1)N (4-(2,4-dimethoxyphenyl)thiazol-2-amine). Isolated yield 82.7%. As a reaction SMILES: Br[CH2:2][C:3]([C:5]1[CH:10]=[CH:9][C:8]([O:11][CH3:12])=[CH:7][C:6]=1[O:13][CH3:14])=O.[NH2:15][C:16]([NH2:18])=[S:17]>CCO>[CH3:14][O:13][C:6]1[CH:7]=[C:8]([O:11][CH3:12])[CH:9]=[CH:10][C:5]=1[C:3]1[N:15]=[C:16]([NH2:18])[S:17][CH:2]=1. Reported procedure: A mixture of 2-bromo-1-(2,4-dimethoxyphenyl)ethanone (14.5 g, 55.8 mmol) and thiourea (4.32 g, 56.7 mmol) in 95% EtOH (110 mL) was heated at reflux for 60 min. The solution was concentrated and mixed with water (100 mL) and saturated aqueous Na2CO3 (5.0 mL). The resultant precipitate was filtered and recrystallized in toluene. The solids were filtered and dried under vacuum to give 4-(2,4-dimethoxyphenyl)thiazol-2-amine (10.9 g) as yellow solids in 62% yield: 1H NMR (500 MHz, DMSO-d6) δ 8.60 (s,... The reactants are COc1ccc(N(C)C)cc1 (substrate), Cn2cnc1ccccc12 (effective_coupling_partner). Reagents/catalysts: CDC. Reaction conditions: temperature 90 celsius, time 16 hour. Yields the product CN(C)c3ccc(c2nc1ccccc1n2C)cc3. The reactants are C1(=CC=CC=C1)B(O)O (phenylboronic acid), [O-]P(=O)([O-])[O-].[K+].[K+].[K+] (potassium phosphate tribasic), ClC1=CC(=NC(=C1)C)NC=1C=C(C=NC1C#N)N[C@H]1[C@H](CCCC1)NC(OC(C)(C)C)=O (tert-butyl [(1S,2R)-2-({5-[(4-chloro-6-methylpyridin-2-yl)amino]-6-cyanopyridin-3-yl}amino)cyclohexyl]carbamate). Reagents/catalysts: C1=CC=C(C=C1)P(C2=CC=CC=C2)[C]3[CH][CH][CH][CH]3.C1=CC=C(C=C1)P(C2=CC=CC=C2)[C]3[CH][CH][CH][CH]3.Cl[Pd]Cl.[Fe].C(Cl)Cl (PdCl2(dPPf) CH2Cl2). Run in O1CCOCC1 (Dioxane). Run at temperature 90 celsius. Product: C(#N)C1=C(C=C(C=N1)N[C@H]1[C@H](CCCC1)NC(OC(C)(C)C)=O)NC1=NC(=CC(=C1)C1=CC=CC=C1)C (tert-butyl (1S,2R)-2-(6-cyano-5-(6-methyl-4-phenylpyridin-2-ylamino)pyridin-3-ylamino)cyclohexylcarbamate). As a reaction SMILES: [C:1]1(B(O)O)[CH:6]=[CH:5][CH:4]=[CH:3][CH:2]=1.[O-]P([O-])([O-])=O.[K+].[K+].[K+].Cl[C:19]1[CH:24]=[C:23]([CH3:25])[N:22]=[C:21]([NH:26][C:27]2[CH:28]=[C:29]([NH:35][C@@H:36]3[CH2:41][CH2:40][CH2:39][CH2:38][C@@H:37]3[NH:42][C:43](=[O:49])[O:44][C:45]([CH3:48])([CH3:47])[CH3:46])[CH:30]=[N:31][C:32]=2[C:33]#[N:34])[CH:20]=1>C1C=CC(P([C]2[CH][CH][CH][CH]2)C2C=CC=CC=2)=CC=1.C1C=CC(P([C]2[CH][CH][CH][CH]2)C2C=CC=CC=2)=CC=1.Cl[Pd]Cl.[Fe].C(Cl)Cl.O1CCOCC1>[C:33]([C:32]1[N:31]=[CH:30][C:29]([NH:35][C@@H:36]2[CH2:41][CH2:40][CH2:39][CH2:38][C@@H:37]2[NH:42][C:43](=[O:49])[O:44][C:45]([CH3:48])([CH3:47])[CH3:46])=[CH:28][C:27]=1[NH:26][C:21]1[CH:20]=[C:19]([C:1]2[CH:6]=[CH:5][CH:4]=[CH:3][CH:2]=2)[CH:24]=[C:23]([CH3:25])[N:22]=1)#[N:34] |f:1.2.3.4,6.7.8.9.10,^1:54,55,56,57,58,72,73,74,75,76|. Reported procedure: Dioxane (1.1 mL), phenylboronic acid (27 mg, 0.22 mmol), and potassium phosphate tribasic (70 mg, 0.33 mmol) were added to a nitrogen purged flask containing tert-butyl [(1S,2R)-2-({5-[(4-chloro-6-methylpyridin-2-yl)amino]-6-cyanopyridin-3-yl}amino)cyclohexyl]carbamate (PrepEx 1.7) (50 mg, 0.11 mmol). The flask was purged and flushed with nitrogen, and then PdCl2(dPPf)-CH2Cl2 (9 mg, 0.01 mmol) was added. The flask was purged with nitrogen, sealed, and heated to 90° C. for 2 hours. The reaction m... Starting materials: C(CCC)[Sn](C=1C=C(C=CC1)C1=CC=C(O1)C=O)(CCCC)CCCC (5-(3-(Tributylstannyl)phenyl)furan-2-carbaldehyde), C(C)OC(CN1C(SCC1=O)=S)=O (ethyl-2-(4-oxo-2-thioxothiazolidin-3-yl)acetate), N1CCCCC1 (piperidine). The solvent is ClCCl (dichloromethane). Run at temperature 25 celsius, time 8 hour. Yields the product C(C)OC(CN1C(S\C(\C1=O)=C/C=1OC(=CC1)C1=CC(=CC=C1)[Sn](CCCC)(CCCC)CCCC)=S)=O ((Z)-ethyl-2-(4-oxo-2-thioxo-5-((5-(3-(tributylstannyl)phenyl)furan-2-yl)methylene)thiazolidin-3-yl)acetate). RXN SMILES: [CH2:1]([Sn:5]([CH2:23][CH2:24][CH2:25][CH3:26])([CH2:19][CH2:20][CH2:21][CH3:22])[C:6]1[CH:7]=[C:8]([C:12]2[O:16][C:15]([CH:17]=O)=[CH:14][CH:13]=2)[CH:9]=[CH:10][CH:11]=1)[CH2:2][CH2:3][CH3:4].[CH2:27]([O:29][C:30](=[O:39])[CH2:31][N:32]1[C:36](=[O:37])[CH2:35][S:34][C:33]1=[S:38])[CH3:28].N1CCCCC1>ClCCl>[CH2:27]([O:29][C:30](=[O:39])[CH2:31][N:32]1[C:36](=[O:37])/[C:35](=[CH:17]/[C:15]2[O:16][C:12]([C:8]3[CH:9]=[CH:10][CH:11]=[C:6]([Sn:5]([CH2:1][CH2:2][CH2:3][CH3:4])([CH2:23][CH2:24][CH2:25][CH3:26])[CH2:19][CH2:20][CH2:21][CH3:22])[CH:7]=3)=[CH:13][CH:14]=2)/[S:34][C:33]1=[S:38])[CH3:28]. Procedure details: 5-(3-(Tributylstannyl)phenyl)furan-2-carbaldehyde (7 mg, 0.015 mmol) and ethyl-2-(4-oxo-2-thioxothiazolidin-3-yl)acetate (3.5 mg, 0.016 mmol) synthesized by the same method as in Example 1 were dissolved in dichloromethane (2 mL), piperidine (5 μL) was added thereto, and the mixture was stirred at room temperature (25° C.) overnight. After the reaction was completed the solvent was removed by evaporation under reduced pressure, and the residue was subjected to silica gel column chromatography us... The reactants are O=C(O)c1ccc(Br)o1, CCCCCC=CCCCCCCCCO, Cc1ccc(C)cc1, CC(=O)O, [H-], [Na+], O. Product: CCCCCC=CCCCCCCCCOc1ccc(C(=O)O)o1. RXN SMILES: [Br:1][c:2]1[cH:3][cH:4][c:5]([C:7](=[O:8])[OH:9])[o:6]1.[CH2:10]([CH2:11][CH2:12][CH2:13][CH2:14][CH2:15][CH2:16][CH2:17][CH:18]=[CH:19][CH2:20][CH2:21][CH2:22][CH2:23][CH3:24])[OH:25].[CH3:28][c:29]1[cH:30][cH:31][c:32]([CH3:33])[cH:34][cH:35]1.[CH3:37][C:38](=[O:39])[OH:40].[H-:26].[Na+:27].[OH2:36]>>[c:2]1([O:25][CH2:10][CH2:11][CH2:12][CH2:13][CH2:14][CH2:15][CH2:16][CH2:17][CH:18]=[CH:19][CH2:20][CH2:21][CH2:22][CH2:23][CH3:24])[cH:3][cH:4][c:5]([C:7](=[O:8])[OH:9])[o:6]1. Starting materials: FC=1C(=C(C(=O)NOCCO)C=C(C1F)CNOC)NC1=C(C=C(C=C1)I)F (3,4-difluoro-2-(2-fluoro-4-iodo-phenylamino)-N-(2-hydroxy-ethoxy)-5-(methoxyamino-methyl)-benzamide), C(C(C)C)(=O)ON1N=NC2=C(C1=O)C=CC=C2 (4-oxo-4H-benzo[d][1,2,3]triazin-3-yl isobutyrate), C(C(C)C)(=O)O (isobutyric acid). The product is FC=1C(=C(C(=O)NOCCO)C=C(C1F)CN(OC)C(C(C)C)=O)NC1=C(C=C(C=C1)I)F (3,4-difluoro-2-(2-fluoro-4-iodo-phenylamino)-N-(2-hydroxy-ethoxy)-5-[(isobutyryl-methoxy-amino)-methyl]-benzamide). The yield is 77.0%. As a reaction SMILES: [F:1][C:2]1[C:3]([NH:20][C:21]2[CH:26]=[CH:25][C:24]([I:27])=[CH:23][C:22]=2[F:28])=[C:4]([CH:12]=[C:13]([CH2:16][NH:17][O:18][CH3:19])[C:14]=1[F:15])[C:5]([NH:7][O:8][CH2:9][CH2:10][OH:11])=[O:6].[C:29](ON1C(=O)C2C=CC=CC=2N=N1)(=[O:33])[CH:30]([CH3:32])[CH3:31].C(O)(=O)C(C)C>>[F:1][C:2]1[C:3]([NH:20][C:21]2[CH:26]=[CH:25][C:24]([I:27])=[CH:23][C:22]=2[F:28])=[C:4]([CH:12]=[C:13]([CH2:16][N:17]([C:29](=[O:33])[CH:30]([CH3:32])[CH3:31])[O:18][CH3:19])[C:14]=1[F:15])[C:5]([NH:7][O:8][CH2:9][CH2:10][OH:11])=[O:6]. Reported procedure: The title compound was prepared by a procedure similar to that in Example 41. Namely, 3,4-difluoro-2-(2-fluoro-4-iodo-phenylamino)-N-(2-hydroxy-ethoxy)-5-(methoxyamino-methyl)-benzamide obtained in Example 15 was reacted with 4-oxo-4H-benzo[d][1,2,3]triazin-3-yl isobutyrate prepared from isobutyric acid to give 3,4-difluoro-2-(2-fluoro-4-iodo-phenylamino)-N-(2-hydroxy-ethoxy)-5-[(isobutyryl-methoxy-amino)-methyl]-benzamide (88.9 mg, 77%).